Dataset: the Open Reaction Database (ORD), a public repository of structured organic reaction records. Task: describe an organic reaction: reactants, conditions, products, and yield The reactants are OC(COC1=CC=CC=C1)[C@H]1N(CCC1)C([C@H]1N(CCC1)C(CCC1=CC=CC=C1)=O)=O ((2S)-2-(1-Hydroxy-2-phenoxyethyl)-1-[N-(3-phenylpropionyl)-L-prolyl]pyrrolidine), CS(=O)C.C1CCC(CC1)N=C=NC2CCCCC2 (DMSO DCC). The product is O(C1=CC=CC=C1)CC(=O)[C@H]1N(CCC1)C([C@H]1N(CCC1)C(CCC1=CC=CC=C1)=O)=O ((2S)-2-(phenoxyacetyl)-1-[N-(3-phenylpropionyl)-L-prolyl]pyrrolidine). Isolated yield 35.9%. Reaction SMILES: [OH:1][CH:2]([C@@H:11]1[CH2:15][CH2:14][CH2:13][N:12]1[C:16](=[O:32])[C@@H:17]1[CH2:21][CH2:20][CH2:19][N:18]1[C:22](=[O:31])[CH2:23][CH2:24][C:25]1[CH:30]=[CH:29][CH:28]=[CH:27][CH:26]=1)[CH2:3][O:4][C:5]1[CH:10]=[CH:9][CH:8]=[CH:7][CH:6]=1.CS(C)=O.C1CCC(N=C=NC2CCCCC2)CC1>>[O:4]([CH2:3][C:2]([C@@H:11]1[CH2:15][CH2:14][CH2:13][N:12]1[C:16](=[O:32])[C@@H:17]1[CH2:21][CH2:20][CH2:19][N:18]1[C:22](=[O:31])[CH2:23][CH2:24][C:25]1[CH:26]=[CH:27][CH:28]=[CH:29][CH:30]=1)=[O:1])[C:5]1[CH:10]=[CH:9][CH:8]=[CH:7][CH:6]=1 |f:1.2|. Reported procedure: (2S)-2-(1-Hydroxy-2-phenoxyethyl)-1-[N-(3-phenylpropionyl)-L-prolyl]pyrrolidine (425 mg) was subjected to DMSO-DCC oxidation as in Example 1D) to give 152 mg of the title compound (See Table 6). Starting materials: C(C)(=O)[O-].[NH4+] (Ammonium acetate), C(C)OCC=1N(C2=C(C=NC=3C=CC=CC23)N1)CCC(=O)OCC (ethyl 3-(2-ethoxymethyl-1H-imidazo[4,5-c]quinolin-1-yl)propanoate). Run in O (water). Reaction conditions: temperature 125 celsius, time 8 hour. The product is C(C)OCC=1N(C2=C(C=NC=3C=CC=CC23)N1)CCC(=O)N (3-[2-(ethoxymethyl)-1H-imidazo[4,5-c]quinolin-1-yl]propanamide). As a reaction SMILES: C([O-])(=O)C.[NH4+:5].[CH2:6]([O:8][CH2:9][C:10]1[N:11]([CH2:23][CH2:24][C:25]([O:27]CC)=O)[C:12]2[C:21]3[CH:20]=[CH:19][CH:18]=[CH:17][C:16]=3[N:15]=[CH:14][C:13]=2[N:22]=1)[CH3:7]>O>[CH2:6]([O:8][CH2:9][C:10]1[N:11]([CH2:23][CH2:24][C:25]([NH2:5])=[O:27])[C:12]2[C:21]3[CH:20]=[CH:19][CH:18]=[CH:17][C:16]=3[N:15]=[CH:14][C:13]=2[N:22]=1)[CH3:7] |f:0.1|. Procedure: Ammonium acetate (7 g) and ethyl 3-(2-ethoxymethyl-1H-imidazo[4,5-c]quinolin-1-yl)propanoate (5.0 g, 15 mmol, prepared in Part A of Example 23) were stirred overnight at 125° C. in a sealed vessel. The reaction was allowed to cool to ambient temperature, and water (20 mL) was added. A precipitate formed and was isolated by filtration, washed with saturated aqueous sodium bicarbonate, and dried to provide 2.4 g of 3-[2-(ethoxymethyl)-1H-imidazo[4,5-c]quinolin-1-yl]propanamide as a tan powder. Procedure: Cbz Protection A solution of propylamine (9.0 g, 152.4 mmol) and triethylamine (15.4 g, 152.4 mmol) in methylene chloride (350 mL) was cooled to 0° C. and treated with benzyl chloroformate (20.0 g, 117.2 mmol). Upon stirring at 0° C. for 1 hour the reaction was warmed to ambient temperature and quenched with 1N HCl. The reaction was partitioned between 1N HCl and methylene chloride. The organics were washed with 1N HCl, water and brine. The combined organics were dried over sodium sulfate, filte... Solvent: CN(C)C=O (DMF). Reaction SMILES: [CH2:1]([NH:4][C:5](=[O:14])[O:6][CH2:7][C:8]1[CH:13]=[CH:12][CH:11]=[CH:10][CH:9]=1)[CH2:2][CH3:3].[H-].[Na+].[CH2:17](Br)[CH:18]=[CH:19][CH3:20]>CN(C=O)C>[CH2:17]([N:4]([CH2:1][CH2:2][CH3:3])[C:5](=[O:14])[O:6][CH2:7][C:8]1[CH:9]=[CH:10][CH:11]=[CH:12][CH:13]=1)/[CH:18]=[CH:19]/[CH3:20] |f:1.2|. Isolated yield 0.0%. Product: EtOAc hexanes, C(\C=C\C)N(C(OCC1=CC=CC=C1)=O)CCC (benzyl (2E)-but-2-enyl(propyl)carbamate). Conditions: temperature 0 celsius, time 15 minute. Starting materials: C(CC)NC(OCC1=CC=CC=C1)=O (benzyl propylcarbamate), C(C=CC)Br (crotyl bromide), [H-].[Na+] (sodium hydride).